This data is from the Open Reaction Database (ORD), a public repository of structured organic reaction records. The task is: describe an organic reaction: reactants, conditions, products, and yield Starting materials: step-ii, N1=C(C=CC=C1)CN1N=CC(=C1)C1=CNC2=NC=C(C=C21)C2=CC=C(C=C2)C2CCN(CC2)C(=O)OC(C)(C)C (tert-butyl 4-(4-(3-(1-(pyridin-2-ylmethyl)-1H-pyrazol-4-yl)-1H-pyrrolo[2,3-b]pyridin-5-yl)phenyl)piperidine-1-carboxylate). The solvent is C(=O)(C(F)(F)F)O.C(Cl)Cl (TFA DCM). Product: N1CCC(CC1)C1=CC=C(C=C1)C=1C=C2C(=NC1)NC=C2C=2C=NN(C2)CC2=NC=CC=C2 (5-(4-(piperidin-4-yl)phenyl)-3-(1-(pyridin-2-ylmethyl)-1H-pyrazol-4-yl)-1H-pyrrolo[2,3-b]pyridine). Isolated yield 11.2%. Reaction SMILES: [N:1]1[CH:6]=[CH:5][CH:4]=[CH:3][C:2]=1[CH2:7][N:8]1[CH:12]=[C:11]([C:13]2[C:21]3[C:16](=[N:17][CH:18]=[C:19]([C:22]4[CH:27]=[CH:26][C:25]([CH:28]5[CH2:33][CH2:32][N:31](C(OC(C)(C)C)=O)[CH2:30][CH2:29]5)=[CH:24][CH:23]=4)[CH:20]=3)[NH:15][CH:14]=2)[CH:10]=[N:9]1>C(O)(C(F)(F)F)=O.C(Cl)Cl>[NH:31]1[CH2:32][CH2:33][CH:28]([C:25]2[CH:24]=[CH:23][C:22]([C:19]3[CH:20]=[C:21]4[C:13]([C:11]5[CH:10]=[N:9][N:8]([CH2:7][C:2]6[CH:3]=[CH:4][CH:5]=[CH:6][N:1]=6)[CH:12]=5)=[CH:14][NH:15][C:16]4=[N:17][CH:18]=3)=[CH:27][CH:26]=2)[CH2:29][CH2:30]1 |f:1.2|. Procedure details: Using similar reaction conditions as described in step-ii of example-7, tert-butyl 4-(4-(3-(1-(pyridin-2-ylmethyl)-1H-pyrazol-4-yl)-1H-pyrrolo[2,3-b]pyridin-5-yl)phenyl)piperidine-1-carboxylate (110 mg, 0.205 mmol) was deprotected in TFA/DCM (5/5 ml). This afforded 10 mg (11.1% yield) of the titled compound. 1H NMR (CD3OD, 300 MHz): δ 8.73 (s, 1H), 8.68-8.67 (d, 1H), 8.59 (s, 1H), 8.38 (s, 1H), 8.16-8.11 (t, 1H), 8.01 (s, 1H), 7.81 (s, 1H), 7.75-7.72 (d, 2H), 7.66-7.61 (t, 1H), 7.49-7.42 (m, 3H)... Reactants: NCC=1C=C(C=CC1)CO ((3-(aminomethyl)phenyl)methanol), C(C)N(C(C)C)C(C)C (ethyldiisopropylamine), Cl.CN(CCCN=C=NCC)C (1-(3-dimethylaminopropyl)-3-ethylcarbodiimide hydrochloride), C(CCC(=O)[O-])(=O)OC(C)(C)C (mono-tert-butyl succinate), ON1N=NC2=C(C1=O)C=CC=C2 (3,4-dihydro-3-hydroxy-4-oxo-1,2,3-benzotriazin). The solvent is CN(C=O)C (N,N-dimethylformamide), C(C)(=O)OCC (ethyl acetate), CN(C=O)C (N,N-dimethylformamide), ClCCl (dichloromethane). Conditions: temperature 0 celsius, time 25 minute. The product is C(C)(C)(C)OC(CCC(=O)NCC1=CC(=CC=C1)CO)=O (N-(3-(hydroxymethyl)benzyl)succinamic acid tert-butyl ester). Isolated yield 54.0%. RXN SMILES: Cl.CN(C)CCCN=C=NCC.[C:13]([O:20][C:21]([CH3:24])([CH3:23])[CH3:22])(=[O:19])[CH2:14][CH2:15][C:16]([O-:18])=O.ON1C(=O)C2C=CC=CC=2N=N1.[NH2:37][CH2:38][C:39]1[CH:40]=[C:41]([CH2:45][OH:46])[CH:42]=[CH:43][CH:44]=1.C(N(C(C)C)C(C)C)C>CN(C)C=O.ClCCl.C(OCC)(=O)C>[C:21]([O:20][C:13](=[O:19])[CH2:14][CH2:15][C:16]([NH:37][CH2:38][C:39]1[CH:44]=[CH:43][CH:42]=[C:41]([CH2:45][OH:46])[CH:40]=1)=[O:18])([CH3:24])([CH3:23])[CH3:22] |f:0.1|. Procedure details: At 0° C., 1-(3-dimethylaminopropyl)-3-ethylcarbodiimide hydrochloride (451 mg, 2.35 mmol) was added to a solution of mono-tert-butyl succinate (410 mg, 2.35 mmol) and 3,4-dihydro-3-hydroxy-4-oxo-1,2,3-benzotriazin (384 mg, 2.35 mmol) in a mixture of N,N-dimethylformamide (5 ml) and dichloromethane (5 ml). The reaction mixture was stirred for 25 min at 0° C. A solution of crude (3-(aminomethyl)phenyl)methanol (340 mg, 2.48 mmol) in N,N-dimethylformamide (5 ml) and ethyldiisopropylamine(0.40 ml, 2... Isolated yield 82.7%. Reaction SMILES: Cl[C:2]1[C:3]2[CH:10]=[CH:9][N:8]([CH3:11])[C:4]=2[N:5]=[CH:6][N:7]=1.[Cl:12][C:13]1[CH:14]=[C:15]([NH2:20])[CH:16]=[CH:17][C:18]=1[F:19]>CN(C=O)C.C(OCC)(=O)C.[O-]S(C(F)(F)F)(=O)=O.[Ag+]>[Cl:12][C:13]1[CH:14]=[C:15]([NH:20][C:2]2[C:3]3[CH:10]=[CH:9][N:8]([CH3:11])[C:4]=3[N:5]=[CH:6][N:7]=2)[CH:16]=[CH:17][C:18]=1[F:19] |f:4.5|. Reagents/catalysts: [O-]S(=O)(=O)C(F)(F)F.[Ag+] (silver triflate). Procedure: A mixture of 4-chloro-7-methyl-7H-pyrrolo[2,3-d]pyrimidine (398.8 mg, 2.4 mmol) and 3-chloro-4-fluoro-phenylamine (378 mg, 2.6 mmol) in DMF (6 mL) was stirred at room temperature for 2 minutes. To it was added silver triflate (672 mg, 2.6 mmol), the mixture was then stirred at 90° C. for 2 hours. The reaction was then diluted with ethyl acetate and filtered off the precipitate, washing the precipitate with 10% ammonia solution. The filtrate was extracted with ethyl acetate, dried and concentrate... Reactants: ClC=1C2=C(N=CN1)N(C=C2)C (4-chloro-7-methyl-7H-pyrrolo[2,3-d]pyrimidine), ClC=1C=C(C=CC1F)N (3-chloro-4-fluoro-phenylamine). The product is ClC=1C=C(C=CC1F)NC=1C2=C(N=CN1)N(C=C2)C ((3-chloro-4-fluoro-phenyl)-(7-methyl-7H-pyrrolo(2,3-d]pyrimidin-4-yl)-amine). Run in CN(C)C=O (DMF), C(C)(=O)OCC (ethyl acetate). Reaction conditions: time 2 minute. Starting materials: C1(=CC=C(C=C1)S(=O)(=O)O)C (para-toluenesulfonic acid), C1(=CC=C(C=C1)[Mg]Br)C (p-Tolyl magnesium bromide), BrC=1C=C2C(CCC(C2=CC1)=O)(C)C (6-bromo-4,4-dimethyl-3,4-dihydro-2H-naphthalen-1-one), BrC=1C=C2C(CCC(C2=CC1)=O)(C)C (6-bromo-4,4-dimethyl-3,4-dihydro-2H-naphthalen-1-one), O (Water). The solvent is C(C)OCC (diethyl ether), ClCCl (dichloromethane). The product is BrC1=CC=C2C(=CCC(C2=C1)(C)C)C1=CC=C(C=C1)C (7-Bromo-1,1-dimethyl-4-p-tolyl-1,2-dihydro-naphthalene). Yield: 64.9%. As a reaction SMILES: [C:1]1([CH3:9])[CH:6]=[CH:5][C:4]([Mg]Br)=[CH:3][CH:2]=1.[Br:10][C:11]1[CH:12]=[C:13]2[C:18](=[CH:19][CH:20]=1)[C:17](=O)[CH2:16][CH2:15][C:14]2([CH3:23])[CH3:22].C1(C)C=CC(S(O)(=O)=O)=CC=1.O>C(OCC)C.ClCCl>[Br:10][C:11]1[CH:12]=[C:13]2[C:18]([C:17]([C:4]3[CH:5]=[CH:6][C:1]([CH3:9])=[CH:2][CH:3]=3)=[CH:16][CH2:15][C:14]2([CH3:23])[CH3:22])=[CH:19][CH:20]=1. Reported procedure: p-Tolyl magnesium bromide (1 M solution in diethyl ether, 4.2 mL, 4.17 mmol) was added slowly to a solution of 6-bromo-4,4-dimethyl-3,4-dihydro-2H-naphthalen-1-one (Compound 3, 350 mg, 1.39 mmol) in 10 mL of diethyl ether at 0° C. After stirring and warming to room temperature for 2 h, the mixture was quenched with water at 0° C., extracted with diethyl ether (3×5 mL), washed with brine (1×5 mL), dried (MgSO4) and concentrated at reduced pressure to give a light yellow oil. The crude oil was the... Reactants: CC(C)(C#N)c1cccc(C(=O)Cl)c1, CN(C)c1ccncc1, Nc1cccc([N+](=O)[O-])c1, c1ccncc1. The product is CC(C)(C#N)c1cccc(C(=O)Nc2cccc([N+](=O)[O-])c2)c1. RXN SMILES: [C:11](#[N:12])[C:13]([CH3:14])([CH3:15])[c:16]1[cH:17][c:18]([C:19](=[O:20])[Cl:21])[cH:22][cH:23][cH:24]1.[CH3:25][N:26]([CH3:27])[c:28]1[cH:29][cH:30][n:31][cH:32][cH:33]1.[N+:1](=[O:2])([O-:3])[c:4]1[cH:5][c:6]([NH2:7])[cH:8][cH:9][cH:10]1.[cH:34]1[cH:35][cH:36][n:37][cH:38][cH:39]1>>[N+:1](=[O:2])([O-:3])[c:4]1[cH:5][c:6]([NH:7][C:19]([c:18]2[cH:17][c:16]([C:13]([C:11]#[N:12])([CH3:14])[CH3:15])[cH:24][cH:23][cH:22]2)=[O:20])[cH:8][cH:9][cH:10]1. The reactants are O=C(Cl)c1ccccc1, CC(C)(C)NCC(=O)c1ccc(O)c(O)c1, C[O-], CN(C)C=O, Cl, [Na+]. Yields the product CC(C)(C)NCC(=O)c1ccc(OC(=O)c2ccccc2)c(O)c1. Reaction SMILES: [C:21]([c:22]1[cH:23][cH:24][cH:25][cH:26][cH:27]1)(=[O:28])[Cl:29].[C:2]([CH3:3])([CH3:4])([CH3:5])[NH:6][CH2:7][C:8](=[O:9])[c:10]1[cH:11][c:12]([OH:17])[c:13]([OH:16])[cH:14][cH:15]1.[CH3:18][O-:19].[CH3:30][N:31]([CH3:32])[CH:33]=[O:34].[ClH:1].[Na+:20]>>[C:2]([CH3:3])([CH3:4])([CH3:5])[NH:6][CH2:7][C:8](=[O:9])[c:10]1[cH:11][c:12]([OH:17])[c:13]([O:16][C:21]([c:22]2[cH:23][cH:24][cH:25][cH:26][cH:27]2)=[O:28])[cH:14][cH:15]1. Starting materials: OCCCNC1CCN(CC1)C(=O)OC(C)(C)C (tert-butyl 4-[(3-hydroxypropyl)amino]piperidine-1-carboxylate), C(=O)([O-])[O-].[K+].[K+] (K2CO3), CNC (dimethylamine), ClCS(=O)(=O)Cl (chloromethanesulfonyl chloride). The solvent is C(Cl)Cl.CO (CH2Cl2 MeOH), C(Cl)Cl (CH2Cl2). Reaction conditions: temperature 20 celsius, time 4 hour. Yields the product ClCS(=O)(=O)N(C1CCN(CC1)C(=O)OC(C)(C)C)CCCN(C)C (tert-butyl 4-{[(chloromethyl)sulfonyl][3-(dimethylamino)propyl]amino}-1-piperidinecarboxylate). As a reaction SMILES: O[CH2:2][CH2:3][CH2:4][NH:5][CH:6]1[CH2:11][CH2:10][N:9]([C:12]([O:14][C:15]([CH3:18])([CH3:17])[CH3:16])=[O:13])[CH2:8][CH2:7]1.C([O-])([O-])=O.[K+].[K+].[Cl:25][CH2:26][S:27](Cl)(=[O:29])=[O:28].[CH3:31][NH:32][CH3:33]>C(Cl)Cl.C(Cl)Cl.CO>[Cl:25][CH2:26][S:27]([N:5]([CH2:4][CH2:3][CH2:2][N:32]([CH3:33])[CH3:31])[CH:6]1[CH2:11][CH2:10][N:9]([C:12]([O:14][C:15]([CH3:18])([CH3:17])[CH3:16])=[O:13])[CH2:8][CH2:7]1)(=[O:29])=[O:28] |f:1.2.3,7.8|. Procedure details: To a mixture of tert-butyl 4-[(3-hydroxypropyl)amino]piperidine-1-carboxylate (Yokoyama et al., Bioorg. Med. Chem. 2008, 16, 7968) (710 mg, 2.75 mmol) and dry powdered K2CO3 (5.0 g, 36.0 mmol) in CH2Cl2 (20 mL) at 0° C. was added chloromethanesulfonyl chloride (1 mL, excess). The reaction mixture was stirred at 20° C. for 4 hrs, a solution of 40% aqueous dimethylamine (5 mL) was then added, and stirring was continued for a further 20 hrs. The organic layer was separated and the aqueous layer was... Starting materials: BrB(Br)Br, COc1cc2cc[nH]c(=O)c2cc1C, ClCCl, N. The product is Cc1cc2c(=O)[nH]ccc2cc1O. RXN SMILES: [B:1]([Br:2])([Br:3])[Br:4].[CH3:5][O:6][c:7]1[cH:8][c:9]2[cH:10][cH:11][nH:12][c:13](=[O:18])[c:14]2[cH:15][c:16]1[CH3:17].[Cl:20][CH2:21][Cl:22].[NH3:19]>>[OH:6][c:7]1[cH:8][c:9]2[cH:10][cH:11][nH:12][c:13](=[O:18])[c:14]2[cH:15][c:16]1[CH3:17]. Reactants: N (Ammonia), C(C)(C)(C)[Si](OC=1C(=C(C(=C(C1)F)F)C(=O)C=1C(=NC(=NC1)Cl)Cl)OC)(C)C ([3-(tert-butyl-dimethyl-silanyloxy)-5,6-difluoro-2-methoxy-phenyl]-(2,4-dichloro-pyrimidin-5-yl)-methanone). Run in C1(=CC=CC=C1)C (toluene). Yields the product NC1=NC(=NC=C1C(=O)C1=C(C(=CC(=C1F)F)O[Si](C)(C)C(C)(C)C)OC)Cl ((4-amino-2-chloro-pyrimidin-5-yl)-[3-(tert-butyl-dimethyl-silanyloxy)-5,6-difluoro-2-methoxy-phenyl]-methanone). As a reaction SMILES: [NH3:1].[C:2]([Si:6]([CH3:29])([CH3:28])[O:7][C:8]1[C:9]([O:26][CH3:27])=[C:10]([C:16]([C:18]2[C:19](Cl)=[N:20][C:21]([Cl:24])=[N:22][CH:23]=2)=[O:17])[C:11]([F:15])=[C:12]([F:14])[CH:13]=1)([CH3:5])([CH3:4])[CH3:3]>C1(C)C=CC=CC=1>[NH2:1][C:19]1[C:18]([C:16]([C:10]2[C:11]([F:15])=[C:12]([F:14])[CH:13]=[C:8]([O:7][Si:6]([C:2]([CH3:3])([CH3:5])[CH3:4])([CH3:28])[CH3:29])[C:9]=2[O:26][CH3:27])=[O:17])=[CH:23][N:22]=[C:21]([Cl:24])[N:20]=1. Procedure details: Ammonia gas was bubbled through a solution of [3-(tert-butyl-dimethyl-silanyloxy)-5,6-difluoro-2-methoxy-phenyl]-(2,4-dichloro-pyrimidin-5-yl)-methanone (900 mg, 2.003 mmol, Example 268) in toluene (10 mL) for about 30 minutes. The reaction mixture was concentrated to dryness to give (4-amino-2-chloro-pyrimidin-5-yl)-[3-(tert-butyl-dimethyl-silanyloxy)-5,6-difluoro-2-methoxy-phenyl]-methanone (1.02 g, yellow gum). The crude product was used without further purification.